This data is from the Open Reaction Database (ORD), a public repository of structured organic reaction records. The task is: describe an organic reaction: reactants, conditions, products, and yield Yields the product C(C)(=O)OC1=CC=C(C=CC2=CC(=CC(=C2)O)F)C=C1 (4′-acetoxy-3-fluoro-5-hydroxystilbene). Procedure: A 1 M solution of BBr3 (9 ml, 9 mmol) in CH2Cl2 was added to a well-stirred solution of 5-benzyloxy-3-fluoro-4′-acetoxystilbene (1.09 g, 3 mmol) in dry CH2Cl2 (120 mL) at −78° C. The mixture was warmed to −20° C. and stirred for 10 minutes. Then MeOH was added at −78° C. The mixture was washed with saturated NaHCO3, and water, dried over Na2SO4, filtered and evaporated. The 4′-acetoxy-3-fluoro-5-hydroxystilbene (0.50 g, 61%) was obtained as white solid. To a solution of the crude 4′-acetoxy-3-fl... Starting materials: CO (MeOH), solution, B(Br)(Br)Br (BBr3), C(C1=CC=CC=C1)OC=1C=C(C=C(C1)C=CC1=CC=C(C=C1)OC(C)=O)F (5-benzyloxy-3-fluoro-4′-acetoxystilbene). The solvent is C(Cl)Cl (CH2Cl2), C(Cl)Cl (CH2Cl2). The yield is 61.2%. Reaction conditions: temperature -20 celsius, time 10 minute. RXN SMILES: B(Br)(Br)Br.C([O:12][C:13]1[CH:14]=[C:15]([F:31])[CH:16]=[C:17]([CH:19]=[CH:20][C:21]2[CH:26]=[CH:25][C:24]([O:27][C:28](=[O:30])[CH3:29])=[CH:23][CH:22]=2)[CH:18]=1)C1C=CC=CC=1.CO>C(Cl)Cl>[C:28]([O:27][C:24]1[CH:25]=[CH:26][C:21]([CH:20]=[CH:19][C:17]2[CH:18]=[C:13]([OH:12])[CH:14]=[C:15]([F:31])[CH:16]=2)=[CH:22][CH:23]=1)(=[O:30])[CH3:29]. Reactants: CN1N=CC(=C1)C1=CC=C(N=N1)NN ([6-(1-methyl-1H-pyrazol-4-yl)-pyridazin-3-yl]-hydrazine), [OH-].[K+] (KOH), C(=S)=S (CS2). Solvent: C(C)O (ethanol), O (water). Yields the product CN1N=CC(=C1)C=1C=CC=2N(N1)C(=NN2)S (6-(1-methyl-1H-pyrazol-4-yl)-[1,2,4]triazolo[4,3-b]pyridazine-3-thiol). The yield is 80.5%. RXN SMILES: [CH3:1][N:2]1[CH:6]=[C:5]([C:7]2[N:12]=[N:11][C:10]([NH:13][NH2:14])=[CH:9][CH:8]=2)[CH:4]=[N:3]1.[OH-].[K+].[C:17](=S)=[S:18]>C(O)C.O>[CH3:1][N:2]1[CH:6]=[C:5]([C:7]2[CH:8]=[CH:9][C:10]3[N:11]([C:17]([SH:18])=[N:14][N:13]=3)[N:12]=2)[CH:4]=[N:3]1 |f:1.2|. Reported procedure: To a solution of [6-(1-methyl-1H-pyrazol-4-yl)-pyridazin-3-yl]-hydrazine (18 g, 94.7 mmol) in ethanol (230 mL) and water (63 mL) was added KOH (5.63 g, 100 mmol), followed by CS2 (12 mL, 198 mmol). The mixture was stirred and heated to reflux for 2 h under nitrogen atmosphere. The mixture was cooled to room temperature and concentrated in vacuo. The residue was dissolved in 1 N aqueous sodium hydroxide and the insolubles were filtered off. The filtrate was acidified to pH 2-3 with 1 N aqueous HC... Starting materials: CC#N, CN1CCC(=NO)c2c(ccn2CCCCCl)S1(=O)=O, Cl, O=C(c1ccc(F)cc1)C1CCNCC1, [I-], [Na+], [Na+], O=C([O-])O. Yields the product CN1CCC(=NO)c2c(ccn2CCCCN2CCC(C(=O)c3ccc(F)cc3)CC2)S1(=O)=O. Reaction SMILES: [CH3:44][C:45]#[N:46].[Cl:1][CH2:2][CH2:3][CH2:4][CH2:5][n:6]1[cH:7][cH:8][c:9]2[c:10]1[C:11](=[N:19][OH:20])[CH2:12][CH2:13][N:14]([CH3:18])[S:15]2(=[O:16])=[O:17].[ClH:21].[F:22][c:23]1[cH:24][cH:25][c:26]([C:27](=[O:28])[CH:29]2[CH2:30][CH2:31][NH:32][CH2:33][CH2:34]2)[cH:35][cH:36]1.[I-:43].[Na+:37].[Na+:42].[OH:38][C:39](=[O:40])[O-:41]>>[CH2:2]([CH2:3][CH2:4][CH2:5][n:6]1[cH:7][cH:8][c:9]2[c:10]1[C:11](=[N:19][OH:20])[CH2:12][CH2:13][N:14]([CH3:18])[S:15]2(=[O:16])=[O:17])[N:32]1[CH2:31][CH2:30][CH:29]([C:27]([c:26]2[cH:25][cH:24][c:23]([F:22])[cH:36][cH:35]2)=[O:28])[CH2:34][CH2:33]1. Starting materials: ClC1=C(C=CC2=CC=CC=C12)OC (1-chloro-2-methoxynaphthalene), ClCCl (dichloromethane), [Al+3].[Cl-].[Cl-].[Cl-] (AlCl3), ClCCC(=O)Cl (3-chloropropionyl chloride). The product is ClCC(CC1=CC2=CC=C(C(=C2C=C1)Cl)OC)=O (3-chloro-1-(5-chloro-6-methoxynaphthalen-2-yl)-acetone), solid. Isolated yield 90.0%. Reaction SMILES: [Cl:1][C:2]1[C:11]2[C:6](=[CH:7][CH:8]=[CH:9][CH:10]=2)[CH:5]=[CH:4][C:3]=1[O:12][CH3:13].[Al+3].[Cl-].[Cl-].[Cl-].ClC[CH2:20][C:21](Cl)=[O:22].Cl[CH2:25][Cl:26]>>[Cl:26][CH2:25][C:21](=[O:22])[CH2:20][C:8]1[CH:9]=[CH:10][C:11]2[C:6](=[CH:5][CH:4]=[C:3]([O:12][CH3:13])[C:2]=2[Cl:1])[CH:7]=1 |f:1.2.3.4|. Reported procedure: To the solution of 1-chloro-2-methoxynaphthalene (0.05 mol) dissolved in dichloromethane (30 mL), AlCl3 (0.10 mol) is added batch by batch and 3-chloropropionyl chloride (0.055 mol) is added dropwise, while the internal temperature is maintained below 5° C. Following procedures described in General Method One-Method A, 3-chloro-1-(5-chloro-6-methoxynaphthalen-2-yl)-acetone is obtained as a white solid (12.7 g). The yield is 90.0%. MS(m/z): 283.0 [M+1]+. Starting materials: CCOC(=O)C(Cc1ccc(OCCN2CCOc3ccccc32)cc1)OCC, CO. Yields the product CCOC(Cc1ccc(OCCN2CCOc3ccccc32)cc1)C(=O)O. As a reaction SMILES: [CH2:1]([CH3:2])[O:3][CH:4]([C:5](=[O:6])[O:7][CH2:8][CH3:9])[CH2:10][c:11]1[cH:12][cH:13][c:14]([O:17][CH2:18][CH2:19][N:20]2[CH2:21][CH2:22][O:23][c:24]3[c:25]2[cH:26][cH:27][cH:28][cH:29]3)[cH:15][cH:16]1.[CH3:30][OH:31]>>[CH2:1]([CH3:2])[O:3][CH:4]([C:5](=[O:6])[OH:7])[CH2:10][c:11]1[cH:12][cH:13][c:14]([O:17][CH2:18][CH2:19][N:20]2[CH2:21][CH2:22][O:23][c:24]3[c:25]2[cH:26][cH:27][cH:28][cH:29]3)[cH:15][cH:16]1. Starting materials: [OH-].[Na+] (NaOH), C(C)OC(CN1C=C(C=2C1=NC(=CC2)CC)CC=2SC1=C(N2)C(=C(C=C1F)F)F)=O ([6-ethyl-3-(4,5,7-trifluoro-benzothiazol-2-ylmethyl)-pyrrolo[2,3-b]pyridin-1-yl]-acetic acid ethyl ester), Cl (HCl). Run in COCCOC (1,2-dimethoxyethane). Reaction conditions: time 30 minute. Yields the product C(C)C1=CC=C2C(=N1)N(C=C2CC=2SC1=C(N2)C(=C(C=C1F)F)F)CC(=O)O ([6-ethyl-3-(4,5,7-trifluoro-benzothiazol-2-ylmethyl)-pyrrolo[2,3-b]pyridin-1-yl]-acetic acid). The yield is 56.1%. Reaction SMILES: C([O:3][C:4](=[O:30])[CH2:5][N:6]1[C:10]2=[N:11][C:12]([CH2:15][CH3:16])=[CH:13][CH:14]=[C:9]2[C:8]([CH2:17][C:18]2[S:19][C:20]3[C:26]([F:27])=[CH:25][C:24]([F:28])=[C:23]([F:29])[C:21]=3[N:22]=2)=[CH:7]1)C.[OH-].[Na+].Cl>COCCOC>[CH2:15]([C:12]1[N:11]=[C:10]2[N:6]([CH2:5][C:4]([OH:30])=[O:3])[CH:7]=[C:8]([CH2:17][C:18]3[S:19][C:20]4[C:26]([F:27])=[CH:25][C:24]([F:28])=[C:23]([F:29])[C:21]=4[N:22]=3)[C:9]2=[CH:14][CH:13]=1)[CH3:16] |f:1.2|. Reported procedure: A solution of [6-ethyl-3-(4,5,7-trifluoro-benzothiazol-2-ylmethyl)-pyrrolo[2,3-b]pyridin-1-yl]-acetic acid ethyl ester (0.474 g, 1.10 mmol) and BHT (2 mg) in 1,2-dimethoxyethane (10 mL, 1 M) is cooled to 0° C. and treated with 1 N NaOH (5 mL, 5 mmol). After stirring 30 min, the soln is acidified to pH 3-4 with 1 N HCl and extracted with ethyl acetate (3×). The combined organic layers are washed with saturated aq NaCl, dried over MgSO4 and filtered through a layered pad of celite, charcoal and fl...